Dataset: the Open Reaction Database (ORD), a public repository of structured organic reaction records. Task: describe an organic reaction: reactants, conditions, products, and yield Solvent: CO (methanol), O1CCCC1 (tetrahydrofuran). Starting materials: C1(=CC=CC=C1)C1=NN(C(=C1)C1=CC=CC=C1)CC1=CC=C(CNC2=CC=C(C=C2)CCC(=O)OC)C=C1 (methyl 3-[4-({4-[(3,5-diphenyl-1H-pyrazol-1-yl)methyl]benzyl}amino)phenyl]propanoate), [OH-].[Na+] (sodium hydroxide), C(CC(O)(C(=O)O)CC(=O)O)(=O)O (citric acid), O (water). The product is C1(=CC=CC=C1)C1=NN(C(=C1)C1=CC=CC=C1)CC1=CC=C(CNC2=CC=C(C=C2)CCC(=O)O)C=C1 (3-[4-({4-[(3,5-diphenyl-1H-pyrazol-1-yl)methyl]benzyl}amino)phenyl]propanoic acid). Procedure: To a solution of methyl 3-[4-({4-[(3,5-diphenyl-1H-pyrazol-1-yl)methyl]benzyl}amino)phenyl]propanoate (100 mg, 0.20 mmol) in methanol (5 mL) and tetrahydrofuran (5 mL) was added 1 M aqueous sodium hydroxide solution (2 mL), and the mixture was stirred at room temperature for 2 hr. The reaction mixture was poured into water, and the mixture was weakly acidified with 10% aqueous citric acid solution and extracted with ethyl acetate. The ethyl acetate layer was dried using a Presep Dehydration tube... As a reaction SMILES: [C:1]1([C:7]2[CH:11]=[C:10]([C:12]3[CH:17]=[CH:16][CH:15]=[CH:14][CH:13]=3)[N:9]([CH2:18][C:19]3[CH:38]=[CH:37][C:22]([CH2:23][NH:24][C:25]4[CH:30]=[CH:29][C:28]([CH2:31][CH2:32][C:33]([O:35]C)=[O:34])=[CH:27][CH:26]=4)=[CH:21][CH:20]=3)[N:8]=2)[CH:6]=[CH:5][CH:4]=[CH:3][CH:2]=1.[OH-].[Na+].O.C(O)(=O)CC(CC(O)=O)(C(O)=O)O>CO.O1CCCC1>[C:1]1([C:7]2[CH:11]=[C:10]([C:12]3[CH:13]=[CH:14][CH:15]=[CH:16][CH:17]=3)[N:9]([CH2:18][C:19]3[CH:20]=[CH:21][C:22]([CH2:23][NH:24][C:25]4[CH:26]=[CH:27][C:28]([CH2:31][CH2:32][C:33]([OH:35])=[O:34])=[CH:29][CH:30]=4)=[CH:37][CH:38]=3)[N:8]=2)[CH:2]=[CH:3][CH:4]=[CH:5][CH:6]=1 |f:1.2|. Run at time 2 hour. Yield: 76.9%. Reactants: C(C1=CC=CC=C1)OC(=O)N1[C@@H](C[C@@H](C1)O)C(=O)O ((2S,4S)-1-(benzyloxycarbonyl)-4-hydroxypyrrolidine-2-carboxylic acid), [H-].[Na+] (NaH), FC(CS(=O)(=O)C(F)(F)F)F (1,1-difluoro-2-(trifluoromethylsulfonyl)ethane). The solvent is C1CCOC1 (THF), C1CCOC1 (THF). Reaction conditions: time 30 minute. Yields the product C(C1=CC=CC=C1)OC(=O)N1[C@@H](C[C@@H](C1)OCC(F)F)C(=O)O ((2S,4S)-1-(Benzyloxycarbonyl)-4-(2,2-difluoroethoxy)pyrrolidine-2-carboxylic acid). As a reaction SMILES: [CH2:1]([O:8][C:9]([N:11]1[CH2:15][C@@H:14]([OH:16])[CH2:13][C@H:12]1[C:17]([OH:19])=[O:18])=[O:10])[C:2]1[CH:7]=[CH:6][CH:5]=[CH:4][CH:3]=1.[H-].[Na+].[F:22][CH:23]([F:32])[CH2:24]S(C(F)(F)F)(=O)=O>C1COCC1>[CH2:1]([O:8][C:9]([N:11]1[CH2:15][C@@H:14]([O:16][CH2:24][CH:23]([F:32])[F:22])[CH2:13][C@H:12]1[C:17]([OH:19])=[O:18])=[O:10])[C:2]1[CH:7]=[CH:6][CH:5]=[CH:4][CH:3]=1 |f:1.2|. Procedure: To a solution of (2S,4S)-1-(benzyloxycarbonyl)-4-hydroxypyrrolidine-2-carboxylic acid (5.0 g, 18.85 mmol) in THF (100 mL) was added NaH (1.583 g, 39.6 mmol) at 0° C. under N2. The resulting suspension was stirred at RT for 30 min. A solution of 1,1-difluoro-2-(trifluoromethylsulfonyl)ethane (4.11 g, 20.73 mmol) in THF (5 ml) was added to the suspension. The reaction mixture was stirred at RT for 3 h. The reaction mixture was quenched with water and concentrated. The residue was extracted with Et...